This data is from the Open Reaction Database (ORD), a public repository of structured organic reaction records. The task is: describe an organic reaction: reactants, conditions, products, and yield Reactants: BrC=1C=CC2=C(N(C(=N2)C)C2=NC(=NC=N2)N)C1 (4-(6-bromo-2-methyl-1,3-benzodiazol-1-yl)-1,3,5-triazin-2-amine), C(#C)[Si](C)(C)C (ethynyl(trimethyl)silane). Reagents/catalysts: C=1C=CC(=CC1)[P](C=2C=CC=CC2)(C=3C=CC=CC3)[Pd]([P](C=4C=CC=CC4)(C=5C=CC=CC5)C=6C=CC=CC6)([P](C=7C=CC=CC7)(C=8C=CC=CC8)C=9C=CC=CC9)[P](C=1C=CC=CC1)(C=1C=CC=CC1)C=1C=CC=CC1 (tetrakis(triphenylphosphine)palladium(0)), [Cu]I (copper(I) iodide). Run in C(C)N(CC)CC (triethylamine). Reaction conditions: temperature 80 celsius, time 15 minute. The product is CC1=NC2=C(N1C1=NC(=NC=N1)N)C=C(C=C2)C#C[Si](C)(C)C (4-{2-methyl-6-[2-(trimethylsilyl)ethynyl]-1,3-benzodiazol-1-yl}-1,3,5-triazin-2-amine). RXN SMILES: Br[C:2]1[CH:3]=[CH:4][C:5]2[N:9]=[C:8]([CH3:10])[N:7]([C:11]3[N:16]=[CH:15][N:14]=[C:13]([NH2:17])[N:12]=3)[C:6]=2[CH:18]=1.[C:19]([Si:21]([CH3:24])([CH3:23])[CH3:22])#[CH:20]>C1C=CC([P]([Pd]([P](C2C=CC=CC=2)(C2C=CC=CC=2)C2C=CC=CC=2)([P](C2C=CC=CC=2)(C2C=CC=CC=2)C2C=CC=CC=2)[P](C2C=CC=CC=2)(C2C=CC=CC=2)C2C=CC=CC=2)(C2C=CC=CC=2)C2C=CC=CC=2)=CC=1.[Cu]I.C(N(CC)CC)C>[CH3:10][C:8]1[N:7]([C:11]2[N:16]=[CH:15][N:14]=[C:13]([NH2:17])[N:12]=2)[C:6]2[CH:18]=[C:2]([C:20]#[C:19][Si:21]([CH3:24])([CH3:23])[CH3:22])[CH:3]=[CH:4][C:5]=2[N:9]=1 |^1:28,30,49,68|. Reported procedure: To a mixture of 4-(6-bromo-2-methyl-1,3-benzodiazol-1-yl)-1,3,5-triazin-2-amine (250 mg, 0.74 mmol), tetrakis(triphenylphosphine)palladium(0) (70 mg, 0.06 mmol), copper(I) iodide (11 mg, 0.06 mmol) and ethynyl(trimethyl)silane 0.230 ml, 1.51 mmol) was added triethylamine (2.6 mL). The mixture was purged with nitrogen for 2 minutes and was stirred at 80° C. for 15 min in the microwave. LC-MS shows 50% conversion. The mixture was retreated with another equivalent of tetrakis(triphenylphosphine)pal... Reactants: CCO, C=CCc1cc2c(c(C)c1O)CCO2, [H][H]. Product: CCCc1cc2c(c(C)c1O)CCO2. As a reaction SMILES: [CH3:17][CH2:18][OH:19].[CH3:1][c:2]1[c:3]([OH:14])[c:4]([CH2:11][CH:12]=[CH2:13])[cH:5][c:6]2[c:7]1[CH2:8][CH2:9][O:10]2.[H:15][H:16]>>[CH3:1][c:2]1[c:3]([OH:14])[c:4]([CH2:11][CH2:12][CH3:13])[cH:5][c:6]2[c:7]1[CH2:8][CH2:9][O:10]2. Reactants: decahydrate, OO (hydrogen peroxide), C(=O)([O-])O[O-].[Na+] (percarbonate), [Cl-].[Na+] (sodium chloride). Product: C(=O)([O-])[O-].C(=O)([O-])[O-].OO.OO.OO.[Na+].[Na+].[Na+].[Na+] (sodium percarbonate). Reaction SMILES: [OH:1][OH:2].[C:3]([O:6][O-:7])([O-:5])=[O:4].[Na+:8].[Cl-].[Na+]>>[C:3]([O-:6])([O-:5])=[O:4].[C:3]([O-:6])([O-:5])=[O:4].[OH:1][OH:2].[OH:6][OH:7].[OH:6][OH:7].[Na+:8].[Na+:8].[Na+:8].[Na+:8] |f:1.2,3.4,5.6.7.8.9.10.11.12.13|. Procedure details: According to British Pat. No. 549,841, sodium percarbonate is produced by reacting sodium silicate or a magnesium salt in the presence of an alkali metaphosphate or an alkali pyrophosphate to obtain soda decahydrate crystals or a suspension of the decahydrate in a saturated soda solution in a reaction with a hydrogen peroxide solution. The solubility of the percarbonate is reduced by the subsequent addition of sodium chloride. This product, however, also has an unsatisfactory grain size distribu... As a reaction SMILES: [C:1]([O:2][c:3]1[c:4]([CH3:13])[cH:5][cH:6][c:7]([C:9]([F:10])([F:11])[F:12])[cH:8]1)(=[O:14])[Cl:15].[CH:17]1([O:23][C:24](=[O:25])[c:26]2[n:27][c:28]([CH:31]3[CH2:32][CH2:33][NH2+:34][CH2:35][CH2:36]3)[s:29][cH:30]2)[CH2:18][CH2:19][CH2:20][CH2:21][CH2:22]1.[CH:37]([N:38]([CH:39]([CH3:40])[CH3:41])[CH2:42][CH3:43])([CH3:44])[CH3:45].[Cl-:16].[Cl:47][CH2:48][Cl:49].[OH2:46]>>[C:1]([O:2][c:3]1[c:4]([CH3:13])[cH:5][cH:6][c:7]([C:9]([F:10])([F:11])[F:12])[cH:8]1)(=[O:14])[N:34]1[CH2:33][CH2:32][CH:31]([c:28]2[n:27][c:26]([C:24]([O:23][CH:17]3[CH2:18][CH2:19][CH2:20][CH2:21][CH2:22]3)=[O:25])[cH:30][s:29]2)[CH2:36][CH2:35]1. Yields the product Cc1ccc(C(F)(F)F)cc1OC(=O)N1CCC(c2nc(C(=O)OC3CCCCC3)cs2)CC1. The reactants are Cc1ccc(C(F)(F)F)cc1OC(=O)Cl, O=C(OC1CCCCC1)c1csc(C2CC[NH2+]CC2)n1, CCN(C(C)C)C(C)C, [Cl-], ClCCl, O. Reactants: CC1=C(CBr)C=CC=C1 (2-methylbenzyl bromide), P(OC(C)C)(OC(C)C)OC(C)C (triisopropyl phosphite). The product is CC1=C(CP(OC(C)C)(OC(C)C)=O)C=CC=C1 (diisopropyl 2-methylbenzylphosphonate). RXN SMILES: [CH3:1][C:2]1[CH:9]=[CH:8][CH:7]=[CH:6][C:3]=1[CH2:4]Br.[P:10]([O:19]C(C)C)([O:15][CH:16]([CH3:18])[CH3:17])[O:11][CH:12]([CH3:14])[CH3:13]>>[CH3:1][C:2]1[CH:9]=[CH:8][CH:7]=[CH:6][C:3]=1[CH2:4][P:10](=[O:19])([O:15][CH:16]([CH3:18])[CH3:17])[O:11][CH:12]([CH3:14])[CH3:13]. Procedure details: 34.5 g (0.19 mol) of 2-methylbenzyl bromide and 39 g (0.19 mol) of triisopropyl phosphite were heated at 150° C. for 2 hours. During this procedure, i-propyl bromide distilled off. The product was distilled through a 30 cm Vigreux column. The reactants are C1(=CC=CC=C1)C=1N=C(OC1C1=CC=CC=C1)[C@@H]1N(C[C@@H](C1)O)CC=1C=C(OCC(=O)OCC)C=CC1 (ethyl 3-{[(2R, 4R)-2-(4,5-diphenyloxazol-2-yl)-4-hydroxypyrrolidin-1-yl]methyl}phenoxyacetate), [OH-].[Na+] (NaOH). Run in CO.O1CCOCC1 (MeOH 1,4-dioxane). Run at time 4 hour. Yields the product C1(=CC=CC=C1)C=1N=C(OC1C1=CC=CC=C1)[C@@H]1N(C[C@@H](C1)O)CC=1C=C(OCC(=O)[O-])C=CC1.[Na+] (sodium 3-[(2R, 4R)-2-(4,5-diphenyloxazol-2-yl)-4-hydroxypyrrolidin-1-ylmethyl]phenoxyacetate). RXN SMILES: [C:1]1([C:7]2[N:8]=[C:9]([C@H:18]3[CH2:22][C@@H:21]([OH:23])[CH2:20][N:19]3[CH2:24][C:25]3[CH:26]=[C:27]([CH:35]=[CH:36][CH:37]=3)[O:28][CH2:29][C:30]([O:32]CC)=[O:31])[O:10][C:11]=2[C:12]2[CH:17]=[CH:16][CH:15]=[CH:14][CH:13]=2)[CH:6]=[CH:5][CH:4]=[CH:3][CH:2]=1.[OH-].[Na+:39]>CO.O1CCOCC1>[C:1]1([C:7]2[N:8]=[C:9]([C@H:18]3[CH2:22][C@@H:21]([OH:23])[CH2:20][N:19]3[CH2:24][C:25]3[CH:26]=[C:27]([CH:35]=[CH:36][CH:37]=3)[O:28][CH2:29][C:30]([O-:32])=[O:31])[O:10][C:11]=2[C:12]2[CH:17]=[CH:16][CH:15]=[CH:14][CH:13]=2)[CH:2]=[CH:3][CH:4]=[CH:5][CH:6]=1.[Na+:39] |f:1.2,3.4,5.6|. Reported procedure: To a solution of ethyl 3-{[(2R, 4R)-2-(4,5-diphenyloxazol-2-yl)-4-hydroxypyrrolidin-1-yl]methyl}phenoxyacetate (353 mg) in MeOH:1,4-dioxane (1:1, 10 mL) was added 1N NaOH solution (0.744 mL) at 5° C., and the mixture was stirred at room temperature for 4 hours. The reaction mixture was evaporated and Et2O was added thereto. The resulting solid was collected by filtration to give sodium 3-[(2R, 4R)-2-(4,5-diphenyloxazol-2-yl)-4-hydroxypyrrolidin-1-ylmethyl]phenoxyacetate (327.7 mg).